Dataset: the Open Reaction Database (ORD), a public repository of structured organic reaction records. Task: describe an organic reaction: reactants, conditions, products, and yield Reactants: COC(=O)c1ccc(OCCCNC(=O)OC(C)(C)C)cc1O, CC(=O)O, [H-], CI, [Na+], CN(C)C=O. The product is COC(=O)c1ccc(OCCCNC(=O)OC(C)(C)C)cc1OC. RXN SMILES: [CH3:1][O:2][C:3]([c:4]1[c:5]([OH:22])[cH:6][c:7]([O:10][CH2:11][CH2:12][CH2:13][NH:14][C:15](=[O:16])[O:17][C:18]([CH3:19])([CH3:20])[CH3:21])[cH:8][cH:9]1)=[O:23].[CH3:28][C:29](=[O:30])[OH:31].[H-:24].[I:26][CH3:27].[Na+:25].[O:32]=[CH:33][N:34]([CH3:35])[CH3:36]>>[CH3:1][O:2][C:3]([c:4]1[c:5]([O:22][CH3:28])[cH:6][c:7]([O:10][CH2:11][CH2:12][CH2:13][NH:14][C:15](=[O:16])[O:17][C:18]([CH3:19])([CH3:20])[CH3:21])[cH:8][cH:9]1)=[O:23]. Reactants: [Br-], CC[Mg+], C1CCOC1, Cn1cnc(C#N)c1, CC(C)[O-], CC(C)[O-], CC(C)[O-], CC(C)[O-], [Na+], [OH-], [Ti+4]. Yields the product Cn1cnc(C2(N)CC2)c1. RXN SMILES: [Br-:9].[CH2:10]([CH3:11])[Mg+:12].[CH2:15]1[O:16][CH2:17][CH2:18][CH2:19]1.[CH3:1][n:2]1[cH:3][n:4][c:5]([C:7]#[N:8])[cH:6]1.[CH3:20][CH:21]([CH3:22])[O-:23].[CH3:25][CH:26]([CH3:27])[O-:28].[CH3:29][CH:30]([CH3:31])[O-:32].[CH3:33][CH:34]([CH3:35])[O-:36].[Na+:14].[OH-:13].[Ti+4:24]>>[CH3:1][n:2]1[cH:3][n:4][c:5]([C:7]2([NH2:8])[CH2:10][CH2:11]2)[cH:6]1. Reactants: S1C=CC=C1 (thiophene), O=C1CC(N(CC1)C(=O)OC(C)(C)C)CC1=CC=CC=C1 ((±)-1,1-dimethylethyl 4-oxo-2-(phenylmethyl)-1-piperidine carboxylate), C1(=CC=CC=C1)C1(CCNCC1)NC(C)=O (N-(4-phenyl-4-piperidinyl)acetamide). Reagents/catalysts: [Pt] (platinum), CC([O-])C.[Ti+4].CC([O-])C.CC([O-])C.CC([O-])C (titanium (IV)isopropoxide). Run in CC(C)O (2-propanol). Yields the product C(C)(=O)NC1(CCN(CC1)C1CC(N(CC1)C(=O)OC(C)(C)C)CC1=CC=CC=C1)C1=CC=CC=C1 ((±)-1,1-dimethylethyl 4-[4-(acetylamino)-4-phenyl-1-piperidinyl]-2-(phenylmethyl)-1-piperidinecarboxylate). Isolated yield 81.4%. RXN SMILES: O=[C:2]1[CH2:7][CH2:6][N:5]([C:8]([O:10][C:11]([CH3:14])([CH3:13])[CH3:12])=[O:9])[CH:4]([CH2:15][C:16]2[CH:21]=[CH:20][CH:19]=[CH:18][CH:17]=2)[CH2:3]1.[C:22]1([C:28]2([NH:34][C:35](=[O:37])[CH3:36])[CH2:33][CH2:32][NH:31][CH2:30][CH2:29]2)[CH:27]=[CH:26][CH:25]=[CH:24][CH:23]=1.S1C=CC=C1>CC(O)C.[Pt].CC(C)[O-].[Ti+4].CC(C)[O-].CC(C)[O-].CC(C)[O-]>[C:35]([NH:34][C:28]1([C:22]2[CH:27]=[CH:26][CH:25]=[CH:24][CH:23]=2)[CH2:29][CH2:30][N:31]([CH:2]2[CH2:7][CH2:6][N:5]([C:8]([O:10][C:11]([CH3:14])([CH3:13])[CH3:12])=[O:9])[CH:4]([CH2:15][C:16]3[CH:21]=[CH:20][CH:19]=[CH:18][CH:17]=3)[CH2:3]2)[CH2:32][CH2:33]1)(=[O:37])[CH3:36] |f:5.6.7.8.9|. Reported procedure: A mixture of (±)-1,1-dimethylethyl 4-oxo-2-(phenylmethyl)-1-piperidine carboxylate (0.1 mol) and N-(4-phenyl-4-piperidinyl)acetamide (0.1 mol) in 2-propanol (500 ml) was hydrogenated at 50° C. with platinum (4 g) as a catalyst in the presence of titanium (IV)isopropoxide (28.5 g) and thiophene (4%; 1 ml). After uptake of hydrogen the catalyst was filtered off and the filtrate was evaporated. The residue was purified by column chromatography over silica gel (eluent: CH2Cl2/CH3OH 97/3). The pure f... The reactants are O=C(NC(=S)Nc1cc(Br)cc(-n2cccn2)c1)c1ccccc1, C1CCOC1, [Na+], [OH-], O. Yields the product NC(=S)Nc1cc(Br)cc(-n2cccn2)c1. As a reaction SMILES: [C:3](=[O:4])([c:5]1[cH:6][cH:7][cH:8][cH:9][cH:10]1)[NH:11][C:12](=[S:13])[NH:14][c:15]1[cH:16][c:17]([Br:26])[cH:18][c:19](-[n:21]2[n:22][cH:23][cH:24][cH:25]2)[cH:20]1.[CH2:28]1[O:29][CH2:30][CH2:31][CH2:32]1.[Na+:2].[OH-:1].[OH2:27]>>[NH2:11][C:12](=[S:13])[NH:14][c:15]1[cH:16][c:17]([Br:26])[cH:18][c:19](-[n:21]2[n:22][cH:23][cH:24][cH:25]2)[cH:20]1.